This data is from the Open Reaction Database (ORD), a public repository of structured organic reaction records. The task is: describe an organic reaction: reactants, conditions, products, and yield Reactants: NC[C@@H]1[C@H]2C[C@H]2CN1C(=O)C=1N=C(SC1C=1C=C(C=CC1)C)C (((1S,2S,5R)-2-Aminomethyl-3-aza-bicyclo[3.1.0]hex-3-yl)-(2-methyl-5-m-tolyl-thiazol-4-yl)-methanone), CC1(OC2=C(C1)C=CC=C2C(=O)O)C (2,2-Dimethyl-2,3-dihydro-benzofuran-7-carboxylic acid). Yields the product CC=1SC(=C(N1)C(=O)N1[C@@H]([C@H]2C[C@H]2C1)CNC(=O)C1=CC=CC=2CC(OC21)(C)C)C=2C=C(C=CC2)C (2,2-Dimethyl-2,3-dihydro-benzofuran-7-carboxylic acid[(1S,2S,5R)-3-(2-methyl-5-m-tolyl-thiazole-4-carbonyl)-3-aza-bicyclo[3.1.0]hex-2-ylmethyl]-amide). As a reaction SMILES: [NH2:1][CH2:2][C@H:3]1[N:8]([C:9]([C:11]2[N:12]=[C:13]([CH3:23])[S:14][C:15]=2[C:16]2[CH:17]=[C:18]([CH3:22])[CH:19]=[CH:20][CH:21]=2)=[O:10])[CH2:7][C@H:6]2[C@@H:4]1[CH2:5]2.[CH3:24][C:25]1([CH3:37])[CH2:29][C:28]2[CH:30]=[CH:31][CH:32]=[C:33]([C:34](O)=[O:35])[C:27]=2[O:26]1>>[CH3:23][C:13]1[S:14][C:15]([C:16]2[CH:17]=[C:18]([CH3:22])[CH:19]=[CH:20][CH:21]=2)=[C:11]([C:9]([N:8]2[CH2:7][C@H:6]3[C@H:4]([CH2:5]3)[C@H:3]2[CH2:2][NH:1][C:34]([C:33]2[C:27]3[O:26][C:25]([CH3:37])([CH3:24])[CH2:29][C:28]=3[CH:30]=[CH:31][CH:32]=2)=[O:35])=[O:10])[N:12]=1. Reported procedure: prepared by reaction of ((1S,2S,5R)-2-Aminomethyl-3-aza-bicyclo[3.1.0]hex-3-yl)-(2-methyl-5-m-tolyl-thiazol-4-yl)-methanone with 2,2-Dimethyl-2,3-dihydro-benzofuran-7-carboxylic acid. LC-MS (basic): tR=0.97 min; [M+H]+=502.4. Starting materials: C(C1=CC=CC=C1)[C@@H]([C@H](C[C@@H](C)C(NCCC(C)(C)C)=O)O)NC(C1=CC(=C(C=C1)F)N1C(CCC1)=O)=O (N-[(1S,2S,4R)-1-Benzyl-4-(3,3-dimethylbutylcarbamoyl)-2-hydroxypentyl]-4-fluoro-3-(2-oxopyrrolidin-1-yl)-benzamide), C(C1=CC=CC=C1)[C@@H]([C@H](C[C@@H](C)C(NCCC(C)(C)C)=O)O)NC(C1=CC(=CC(=C1)OC)Br)=O (N-[(1S,2S,4R)-1-benzyl-4-(3,3-dimethylbutylcarbamoyl)-2-hydroxypentyl]-3-bromo-5-methoxybenzamide), C1(CCCCN1)=O (δ-valerolactam). Yields the product C(C1=CC=CC=C1)[C@@H]([C@H](C[C@@H](C)C(NC1C2CCC(C1)C2)=O)O)NC(C2=CC(=CC(=C2)N2C(CCCC2)=O)OC)=O (N-[(1S,2S,4R)-1-Benzyl-4-(bicyclo[2.2.1]hept-2-ylcarbamoyl)-2-hydroxy-pentyl]-3-methoxy-5-(2-oxopiperidin-1-yl)benzamide). Reaction SMILES: C([C@H](NC(=O)C1C=CC(F)=[C:27]([N:32]2[CH2:36][CH2:35][CH2:34][C:33]2=[O:37])C=1)[C@@H](O)C[C@H](C(=O)NCCC(C)(C)C)C)C1C=CC=CC=1.[CH2:39]([C@H:46]([NH:61][C:62](=[O:72])[C:63]1[CH:68]=[C:67]([O:69][CH3:70])[CH:66]=[C:65](Br)[CH:64]=1)[C@@H:47]([OH:60])[CH2:48][C@H:49]([C:51](=[O:59])[NH:52][CH2:53][CH2:54][C:55]([CH3:58])(C)[CH3:56])[CH3:50])[C:40]1[CH:45]=[CH:44][CH:43]=[CH:42][CH:41]=1.[C:73]1(=O)NCCC[CH2:74]1>>[CH2:39]([C@H:46]([NH:61][C:62](=[O:72])[C:63]1[CH:64]=[C:65]([N:32]2[CH2:27][CH2:36][CH2:35][CH2:34][C:33]2=[O:37])[CH:66]=[C:67]([O:69][CH3:70])[CH:68]=1)[C@@H:47]([OH:60])[CH2:48][C@H:49]([C:51](=[O:59])[NH:52][CH:53]1[CH2:54][CH:55]2[CH2:56][CH:73]1[CH2:74][CH2:58]2)[CH3:50])[C:40]1[CH:41]=[CH:42][CH:43]=[CH:44][CH:45]=1. Procedure: Prepared in an analogous manner to E1, from N-[(1S,2S,4R)-1-benzyl-4-(3,3-dimethylbutylcarbamoyl)-2-hydroxypentyl]-3-bromo-5-methoxybenzamide (D17) and δ-valerolactam. Reactants: [H-].[Al+3].[Li+].[H-].[H-].[H-] (lithium aluminum hydride), C1(=CC=CC=C1)C=1CCN(CC1)CCCCC1=CNC2=CC=C(C=C12)C(=O)OC (methyl 3-[4-(4-phenyl-1,2,3,6-tetrahydropyridyl)-butyl]-indole-5-carboxylate), [OH-].[Na+] (sodium hydroxide). Run in C1CCOC1 (THF), C1CCOC1 (THF). Conditions: time 1 hour. Yields the product C1(=CC=CC=C1)C=1CCN(CC1)CCCCC1=CNC2=CC=C(C=C12)CO (3-[4-(4-phenyl-1,2,3,6-tetrahydropyridyl)-butyl]-5-hydroxymethylindole). As a reaction SMILES: [C:1]1([C:7]2[CH2:8][CH2:9][N:10]([CH2:13][CH2:14][CH2:15][CH2:16][C:17]3[C:25]4[C:20](=[CH:21][CH:22]=[C:23]([C:26](OC)=[O:27])[CH:24]=4)[NH:19][CH:18]=3)[CH2:11][CH:12]=2)[CH:6]=[CH:5][CH:4]=[CH:3][CH:2]=1.[H-].[Al+3].[Li+].[H-].[H-].[H-].[OH-].[Na+]>C1COCC1>[C:1]1([C:7]2[CH2:12][CH2:11][N:10]([CH2:13][CH2:14][CH2:15][CH2:16][C:17]3[C:25]4[C:20](=[CH:21][CH:22]=[C:23]([CH2:26][OH:27])[CH:24]=4)[NH:19][CH:18]=3)[CH2:9][CH:8]=2)[CH:6]=[CH:5][CH:4]=[CH:3][CH:2]=1 |f:1.2.3.4.5.6,7.8|. Procedure: A solution of 4.18 g of methyl 3-[4-(4-phenyl-1,2,3,6-tetrahydropyridyl)-butyl]-indole-5-carboxylate in 40 ml of THF is added dropwise, with stirring and under N2, to a suspension of 0.57 g of lithium aluminum hydride in 20 ml of THF. The mixture is stirred for 1 hour at 20° and is decomposed with dilute sodium hydroxide solution and then with water and is filtered, and the filtrate is worked up in the customary manner to give 3-[4-(4-phenyl-1,2,3,6-tetrahydropyridyl)-butyl]-5-hydroxymethylindol... Starting materials: CN(C=1C=C(C=CC1)CO)C ((3-(dimethylamino)phenyl)methanol), N1N=CC=C1 (1H-pyrazole), CC1(OB(OC1(C)C)C=1C=NNC1)C (4-(4,4,5,5-tetramethyl-1,3,2-dioxaborolan-2-yl)-1H-pyrazole). Yields the product CC1(CCCCC1)CN1N=CC=C1 (1-((1-methylcyclohexyl)methyl)-1H-pyrazole). RXN SMILES: CN(C)[C:3]1[CH:4]=[C:5]([CH2:9]O)[CH:6]=[CH:7][CH:8]=1.[NH:12]1[CH:16]=[CH:15][CH:14]=[N:13]1.[CH3:17]C1(C)C(C)(C)OB(C2C=NNC=2)O1>>[CH3:17][C:5]1([CH2:9][N:12]2[CH:16]=[CH:15][CH:14]=[N:13]2)[CH2:4][CH2:3][CH2:8][CH2:7][CH2:6]1. Reported procedure: The title compound was prepared by substituting EXAMPLE 82A for (3-(dimethylamino)phenyl)methanol and 1H-pyrazole for 4-(4,4,5,5-tetramethyl-1,3,2-dioxaborolan-2-yl)-1H-pyrazole in EXAMPLE 34A. Reactants: N1CC(C1)OC1=C(C(=O)N)C=CC=C1 (2-(3-azetidinyloxy)benzamide), CN=C=O (methylisocyanate). Run in C1=CC=CC=C1 (benzene). Reaction conditions: time 24 hour. Product: CNC(=O)N1CC(C1)OC1=C(C=CC=C1)C(=O)N (N-Methyl 3-(2-aminocarbonylphenoxy)-1-azetidinecarboxamide). As a reaction SMILES: [NH:1]1[CH2:4][CH:3]([O:5][C:6]2[CH:14]=[CH:13][CH:12]=[CH:11][C:7]=2[C:8]([NH2:10])=[O:9])[CH2:2]1.[CH3:15][N:16]=[C:17]=[O:18]>C1C=CC=CC=1>[CH3:15][NH:16][C:17]([N:1]1[CH2:4][CH:3]([O:5][C:6]2[CH:14]=[CH:13][CH:12]=[CH:11][C:7]=2[C:8]([NH2:10])=[O:9])[CH2:2]1)=[O:18]. Procedure details: To 8.0 g. (0.028 mole) of 2-(3-azetidinyloxy)benzamide stirring in 100 ml of dry benzene was added dropwise 1.6 g. (0.028 mole) of methylisocyanate with ice bath cooling. Stirring was continued at room temperature for 24 hours. The solid material was filtered and was recrystallized from 95% ethanol. The product (4.0 g., 57%) melted at 236°-240° C. Product: C1(=CC=CC=C1)[C@H](C#CC#CC[C@H]([C@@H](CCCCCCC)O)O)O ((1R,7R,8R)-1-phenyl-2,4-pentadecadiyne-1,7,8-triol). Yield: 78.4%. The reagents and catalysts are [Cu]Cl (Copper(I) chloride). Solvent: C(Cl)Cl (CH2Cl2), C(Cl)Cl (CH2Cl2). As a reaction SMILES: C(N)CCC.NO.Cl.[CH:9]#[C:10][CH2:11][C@@H:12]([OH:22])[C@H:13]([OH:21])[CH2:14][CH2:15][CH2:16][CH2:17][CH2:18][CH2:19][CH3:20].Br[C:24]#[C:25][C@@H:26]([C:28]1[CH:33]=[CH:32][CH:31]=[CH:30][CH:29]=1)[OH:27]>C(Cl)Cl.[Cu]Cl>[C:28]1([C@@H:26]([OH:27])[C:25]#[C:24][C:9]#[C:10][CH2:11][C@@H:12]([OH:22])[C@H:13]([OH:21])[CH2:14][CH2:15][CH2:16][CH2:17][CH2:18][CH2:19][CH3:20])[CH:33]=[CH:32][CH:31]=[CH:30][CH:29]=1 |f:1.2|. Procedure details: Copper(I) chloride (6.4 mg, 64.6 μmol, 20 mol %) was added to a stirred solution of n-BuNH2 (0.32 mL) and distilled water (0.74 mL) at 0° C., which resulted in a deep blue solution. A few crystals of NH2OH.HCl were added to get a colorless solution which is indicative of the presence of the required Cu(I) salt. At the same temperature was added (4R,5R)-1-dodecyne-4,5-diol (64.1 mg, 0.323 mmol) by cannula as a solution in CH2Cl2 (0.6 mL). Then a freshly prepared solution of (R)-3-bromo-1-phenyl-2... Reactants: BrC#C[C@H](O)C1=CC=CC=C1 ((R)-3-bromo-1-phenyl-2-propyn-1-ol), C(CCC)N (n-BuNH2), C#CC[C@H]([C@@H](CCCCCCC)O)O ((4R,5R)-1-dodecyne-4,5-diol), NO.Cl (NH2OH.HCl), Cu(I), NO.Cl (NH2OH.HCl). The reactants are CCOc1nc2cccc(C(=O)OC(C)(C)OC(=O)OCCC(C)C(O[N+](=O)[O-])C(C)O[N+](=O)[O-])c2n1Cc1ccc(-c2ccccc2-c2nnnn2C(c2ccccc2)(c2ccccc2)c2ccccc2)cc1, CO, ClCCl. Product: CCOc1nc2cccc(C(=O)OC(C)(C)OC(=O)OCCC(C)C(O[N+](=O)[O-])C(C)O[N+](=O)[O-])c2n1Cc1ccc(-c2ccccc2-c2nnn[nH]2)cc1. As a reaction SMILES: [CH2:1]([CH3:2])[O:3][c:4]1[n:5][c:6]2[c:7]([n:8]1[CH2:9][c:10]1[cH:11][cH:12][c:13](-[c:16]3[c:17](-[c:22]4[n:23][n:24][n:25][n:26]4[C:27]([c:28]4[cH:29][cH:30][cH:31][cH:32][cH:33]4)([c:34]4[cH:35][cH:36][cH:37][cH:38][cH:39]4)[c:40]4[cH:41][cH:42][cH:43][cH:44][cH:45]4)[cH:18][cH:19][cH:20][cH:21]3)[cH:14][cH:15]1)[c:46]([C:50](=[O:51])[O:52][C:53]([CH3:54])([CH3:55])[O:56][C:57](=[O:58])[O:59][CH2:60][CH2:61][CH:62]([CH:63]([CH:64]([CH3:65])[O:66][N+:67](=[O:68])[O-:69])[O:70][N+:71](=[O:72])[O-:73])[CH3:74])[cH:47][cH:48][cH:49]2.[CH3:75][OH:76].[Cl:77][CH2:78][Cl:79]>>[CH2:1]([CH3:2])[O:3][c:4]1[n:5][c:6]2[c:7]([n:8]1[CH2:9][c:10]1[cH:11][cH:12][c:13](-[c:16]3[c:17](-[c:22]4[nH:23][n:24][n:25][n:26]4)[cH:18][cH:19][cH:20][cH:21]3)[cH:14][cH:15]1)[c:46]([C:50](=[O:51])[O:52][C:53]([CH3:54])([CH3:55])[O:56][C:57](=[O:58])[O:59][CH2:60][CH2:61][CH:62]([CH:63]([CH:64]([CH3:65])[O:66][N+:67](=[O:68])[O-:69])[O:70][N+:71](=[O:72])[O-:73])[CH3:74])[cH:47][cH:48][cH:49]2. Starting materials: [BH4-], CC(=O)c1ccc(-c2ccc(OCc3ccccc3)cc2)cc1, CO, [Na+], C1CCOC1. The product is CC(O)c1ccc(-c2ccc(OCc3ccccc3)cc2)cc1. RXN SMILES: [BH4-:29].[CH2:1]([c:2]1[cH:3][cH:4][cH:5][cH:6][cH:7]1)[O:8][c:9]1[cH:10][cH:11][c:12](-[c:15]2[cH:16][cH:17][c:18]([C:21]([CH3:22])=[O:23])[cH:19][cH:20]2)[cH:13][cH:14]1.[CH3:31][OH:32].[Na+:30].[O:24]1[CH2:25][CH2:26][CH2:27][CH2:28]1>>[CH2:1]([c:2]1[cH:3][cH:4][cH:5][cH:6][cH:7]1)[O:8][c:9]1[cH:10][cH:11][c:12](-[c:15]2[cH:16][cH:17][c:18]([CH:21]([CH3:22])[OH:23])[cH:19][cH:20]2)[cH:13][cH:14]1. Starting materials: CCOCC(COCC)Oc1cc(C)c(-c2cccc(COc3ccc(CCC(=O)OCC)c(F)c3)c2)c(C)c1, CCO, [Na+], C1CCOC1, [OH-], O, O=C(O)CC(O)(CC(=O)O)C(=O)O. Product: CCOCC(COCC)Oc1cc(C)c(-c2cccc(COc3ccc(CCC(=O)O)c(F)c3)c2)c(C)c1. Reaction SMILES: [CH2:1]([CH3:2])[O:3][CH2:4][CH:5]([O:6][c:7]1[cH:8][c:9]([CH3:36])[c:10](-[c:14]2[cH:15][c:16]([CH2:20][O:21][c:22]3[cH:23][c:24]([F:35])[c:25]([CH2:28][CH2:29][C:30](=[O:31])[O:32][CH2:33][CH3:34])[cH:26][cH:27]3)[cH:17][cH:18][cH:19]2)[c:11]([CH3:13])[cH:12]1)[CH2:37][O:38][CH2:39][CH3:40].[CH3:57][CH2:58][OH:59].[Na+:42].[O:60]1[CH2:61][CH2:62][CH2:63][CH2:64]1.[OH-:41].[OH2:43].[OH:44][C:45]([CH2:46][C:47]([C:48](=[O:49])[OH:50])([CH2:51][C:52](=[O:53])[OH:54])[OH:55])=[O:56]>>[CH2:1]([CH3:2])[O:3][CH2:4][CH:5]([O:6][c:7]1[cH:8][c:9]([CH3:36])[c:10](-[c:14]2[cH:15][c:16]([CH2:20][O:21][c:22]3[cH:23][c:24]([F:35])[c:25]([CH2:28][CH2:29][C:30](=[O:31])[OH:32])[cH:26][cH:27]3)[cH:17][cH:18][cH:19]2)[c:11]([CH3:13])[cH:12]1)[CH2:37][O:38][CH2:39][CH3:40].